Dataset: the Open Reaction Database (ORD), a public repository of structured organic reaction records. Task: describe an organic reaction: reactants, conditions, products, and yield The reactants are CN1CCOCC1 (N-methyl-morpholine), NC=1C=C(CN2N=C(C=C2)NC([C@H](CC2CCCC2)C2=CC(=C(C=C2)S(=O)(=O)C)Cl)=O)C=CC1 (N-[1-(3-amino-benzyl)-1H-pyrazol-3-yl]-2-(R)-(3-chloro-4-methanesulfonyl-phenyl)-3-cyclopentyl-propionamide), C(C)(=O)Cl (Acetyl chloride). Run in C(Cl)Cl (methylene chloride). Run at temperature 25 celsius, time 30 minute. Yields the product C(C)(=O)NC=1C=C(CN2N=C(C=C2)NC([C@H](CC2CCCC2)C2=CC(=C(C=C2)S(=O)(=O)C)Cl)=O)C=CC1 (N-[1-(3-acetylamino-benzyl)-1H-pyrazol-3-yl]-2-(R)-(3-chloro-4-methanesulfonyl-phenyl)-3-cyclopentyl-propionamide). The yield is 56.9%. As a reaction SMILES: [NH2:1][C:2]1[CH:3]=[C:4]([CH:32]=[CH:33][CH:34]=1)[CH2:5][N:6]1[CH:10]=[CH:9][C:8]([NH:11][C:12](=[O:31])[C@@H:13]([C:20]2[CH:25]=[CH:24][C:23]([S:26]([CH3:29])(=[O:28])=[O:27])=[C:22]([Cl:30])[CH:21]=2)[CH2:14][CH:15]2[CH2:19][CH2:18][CH2:17][CH2:16]2)=[N:7]1.CN1CC[O:39][CH2:38][CH2:37]1.C(Cl)(=O)C>C(Cl)Cl>[C:38]([NH:1][C:2]1[CH:3]=[C:4]([CH:32]=[CH:33][CH:34]=1)[CH2:5][N:6]1[CH:10]=[CH:9][C:8]([NH:11][C:12](=[O:31])[C@@H:13]([C:20]2[CH:25]=[CH:24][C:23]([S:26]([CH3:29])(=[O:28])=[O:27])=[C:22]([Cl:30])[CH:21]=2)[CH2:14][CH:15]2[CH2:19][CH2:18][CH2:17][CH2:16]2)=[N:7]1)(=[O:39])[CH3:37]. Reported procedure: N-[1-(3-Amino-benzyl)-1H-pyrazol-3-yl]-2-(R)-(3-chloro-4-methanesulfonyl-phenyl)-3-cyclopentyl-propionamide (prepared in Example 58, 110 mg, 0.22 mmol) was dissolved in methylene chloride (2 mL) and N-methyl-morpholine (26 μL, 0.24 mmol) was added. Acetyl chloride (16 μL, 0.22 mmol) was added and the reaction stirred at 25° C. for 30 min. The reaction was concentrated in vacuo to give a beige foam. Purification by flash column chromatography (Merck silica gel 60, 40-63 μm; 0% ethyl acetate/methy... Starting materials: CI (methyl iodide), ClC=1C=C2CCC(C2=CC1)=O (5-chloroindanone), COC(OC)=O (dimethylcarbonate), [H-].[Na+] (NaH). Run in C1CCOC1 (THF). Yields the product ClC=1C=C2CC(C(C2=CC1)=O)(C(=O)OC)C (methyl 5-chloro-2,3-dihydro-2-methyl-1-oxo-1H-indene-2-carboxylate). RXN SMILES: [Cl:1][C:2]1[CH:3]=[C:4]2[C:8](=[CH:9][CH:10]=1)[C:7](=[O:11])[CH2:6][CH2:5]2.[CH3:12][O:13][C:14](=O)[O:15]C.[H-].[Na+].[CH3:20]I>C1COCC1>[Cl:1][C:2]1[CH:3]=[C:4]2[C:8](=[CH:9][CH:10]=1)[C:7](=[O:11])[C:6]([CH3:20])([C:14]([O:13][CH3:12])=[O:15])[CH2:5]2 |f:2.3|. Procedure: To a mixture of 8.0 g of 5-chloroindanone and 4.2 ml of dimethylcarbonate in 60 ml of THF was added 4.0 g of 60% NaH and the mixture was heated to reflux under N2 overnight. After this time the reaction was cooled to room temperature and 4.0 ml of methyl iodide was added and the mixture was reheated to reflux overnight. The reaction was then cooled and partitioned between ether and 5% aqueous NaHCO3 and the aqueous extracts were washed twice with ether. The combined aqueous extracts were dried o... Starting materials: ClCCl, O=C(O)C(F)(F)F, COc1ccc(CNc2cc(NC3CCC(N)CC3)nn3ccnc23)cc1. Yields the product Nc1cc(NC2CCC(N)CC2)nn2ccnc12. As a reaction SMILES: [Cl:35][CH2:36][Cl:37].[F:28][C:29]([F:30])([F:31])[C:32]([OH:33])=[O:34].[NH2:1][CH:2]1[CH2:3][CH2:4][CH:5]([NH:8][c:9]2[cH:10][c:11]([NH:18][CH2:19][c:20]3[cH:21][cH:22][c:23]([O:24][CH3:25])[cH:26][cH:27]3)[c:12]3[n:13]([n:14]2)[cH:15][cH:16][n:17]3)[CH2:6][CH2:7]1>>[NH2:1][CH:2]1[CH2:3][CH2:4][CH:5]([NH:8][c:9]2[cH:10][c:11]([NH2:18])[c:12]3[n:13]([n:14]2)[cH:15][cH:16][n:17]3)[CH2:6][CH2:7]1. Reactants: CCCCCCC(CCCCCC)n1c(=O)c2ccc3c4cccc5cccc(c6ccc(c1=O)c2c36)c54, NC1CCCCCCCCCCC1, ClC(Cl)Cl, O=c1oc(=O)c2ccc3c4cccc5cccc(c6ccc1c2c63)c54, c1c[nH]cn1. Yields the product O=c1c2ccc3c4cccc5cccc(c6ccc(c(=O)n1C1CCCCCCCCCCC1)c2c36)c54. Reaction SMILES: [CH2:44]([CH2:45][CH2:46][CH2:47][CH2:48][CH3:49])[CH:50]([CH2:51][CH2:52][CH2:53][CH2:54][CH2:55][CH3:56])[n:57]1[c:58](=[O:59])[c:60]2[cH:61][cH:62][c:63]3[c:64]4[cH:65][cH:66][cH:67][c:68]5[cH:69][cH:70][cH:71][c:72]([c:73]6[cH:74][cH:75][c:76]([c:77]2[c:78]36)[c:79]1=[O:80])[c:81]45.[CH:26]1([NH2:27])[CH2:28][CH2:29][CH2:30][CH2:31][CH2:32][CH2:33][CH2:34][CH2:35][CH2:36][CH2:37][CH2:38]1.[Cl:82][CH:83]([Cl:84])[Cl:85].[cH:1]1[c:2]2[c:3]3[c:4]([c:5]4[c:6]5[c:7]([cH:8][cH:9][cH:10][c:11]25)[cH:12][cH:13][cH:14]4)[cH:15][cH:16][c:17]2[c:18](=[O:25])[o:19][c:20](=[O:21])[c:22]([c:23]32)[cH:24]1.[nH:39]1[cH:40][cH:41][n:42][cH:43]1>>[CH2:44]1[CH2:45][CH2:46][CH2:47][CH2:48][CH2:49][CH2:55][CH2:54][CH2:53][CH2:52][CH2:51][CH:50]1[n:57]1[c:58](=[O:59])[c:60]2[cH:61][cH:62][c:63]3[c:64]4[cH:65][cH:66][cH:67][c:68]5[cH:69][cH:70][cH:71][c:72]([c:73]6[cH:74][cH:75][c:76]([c:77]2[c:78]36)[c:79]1=[O:80])[c:81]45. Reactants: C1(=CC=C(C=C1)C=1OC2=C(C1)C=CC=C2)C (2-(4-tolyl)benzofuran), C(C1=CC=C(C=C1)OC)(=O)Cl (p-anisoyl chloride), COC1=CC=C(C(=O)C2=C(OC3=C2C=CC=C3)C3=CC=C(C=C3)C)C=C1 (3-(4-methoxybenzoyl)-2-(4-tolyl)benzofuran). Yields the product OC1=CC=C(C(=O)C2=C(OC3=C2C=CC=C3)C3=CC=C(C=C3)C)C=C1 (3-(4-Hydroxybenzoyl)-2-(4-tolyl)benzofuran). RXN SMILES: C1(C)C=CC(C2OC3C=CC=CC=3C=2)=CC=1.C(Cl)(=O)C1C=CC(OC)=CC=1.C[O:29][C:30]1[CH:53]=[CH:52][C:33]([C:34]([C:36]2[C:40]3[CH:41]=[CH:42][CH:43]=[CH:44][C:39]=3[O:38][C:37]=2[C:45]2[CH:50]=[CH:49][C:48]([CH3:51])=[CH:47][CH:46]=2)=[O:35])=[CH:32][CH:31]=1>>[OH:29][C:30]1[CH:31]=[CH:32][C:33]([C:34]([C:36]2[C:40]3[CH:41]=[CH:42][CH:43]=[CH:44][C:39]=3[O:38][C:37]=2[C:45]2[CH:46]=[CH:47][C:48]([CH3:51])=[CH:49][CH:50]=2)=[O:35])=[CH:52][CH:53]=1. Procedure: 3-(4-Hydroxybenzoyl)-2-(4-tolyl)benzofuran is prepared by acylation of 2-(4-tolyl)benzofuran with p-anisoyl chloride followed by demethylation of the 3-(4-methoxybenzoyl)-2-(4-tolyl)benzofuran thus formed as described in the procedure of Example 5. Reactants: [PH2](O)=O (phosphinic acid), C=CCCCCCCCCCCCCCCCC (octadecene). The reagents and catalysts are C=1C=CC(=CC1)/C=C/C(=O)/C=C/C2=CC=CC=C2.C=1C=CC(=CC1)/C=C/C(=O)/C=C/C2=CC=CC=C2.C=1C=CC(=CC1)/C=C/C(=O)/C=C/C2=CC=CC=C2.[Pd].[Pd] (tris(dibenzylideneacetone)dipalladium), C1(=CC=CC=C1)P(C1=CC=CC=2C(C3=CC=CC(=C3OC12)P(C1=CC=CC=C1)C1=CC=CC=C1)(C)C)C1=CC=CC=C1 (4,5-bis(diphenylphosphino)-9,9-dimethylxanthene). Run in O1CCCC1 (tetrahydrofuran). Yields the product C(CCCCCCCCCCCCCCCCC)P(O)O (octadecylphosphonous acid). The yield is 98.6%. Reaction SMILES: [PH2:1](=[O:3])[OH:2].[CH2:4]=[CH:5][CH2:6][CH2:7][CH2:8][CH2:9][CH2:10][CH2:11][CH2:12][CH2:13][CH2:14][CH2:15][CH2:16][CH2:17][CH2:18][CH2:19][CH2:20][CH3:21]>O1CCCC1.C1C=CC(/C=C/C(/C=C/C2C=CC=CC=2)=O)=CC=1.C1C=CC(/C=C/C(/C=C/C2C=CC=CC=2)=O)=CC=1.C1C=CC(/C=C/C(/C=C/C2C=CC=CC=2)=O)=CC=1.[Pd].[Pd].C1(P(C2C=CC=CC=2)C2C3OC4C(=CC=CC=4P(C4C=CC=CC=4)C4C=CC=CC=4)C(C)(C)C=3C=CC=2)C=CC=CC=1>[CH2:21]([P:1]([OH:2])[OH:3])[CH2:20][CH2:19][CH2:18][CH2:17][CH2:16][CH2:15][CH2:14][CH2:13][CH2:12][CH2:11][CH2:10][CH2:9][CH2:8][CH2:7][CH2:6][CH2:5][CH3:4] |f:3.4.5.6.7|. Reported procedure: Example 7 is repeated with 66 g (0.5 mol) of phosphinic acid, 140.0 g (0.5 mol) of octadecene, 23 mg of tris(dibenzylideneacetone)dipalladium and 32 mg of 4,5-bis(diphenylphosphino)-9,9-dimethylxanthene in 500 g of tetrahydrofuran followed by working up to obtain 157 g (85% of theory) of octadecylphosphonous acid. Starting materials: Cl (hydrochloric acid), IC1=C(C(=O)O)C=CC=C1 (iodobenzoic acid), C([O-])([O-])=O.[K+].[K+] (potassium carbonate), [N+](=O)([O-])C1=CC=CC=C1 (nitrobenzene), C([O-])([O-])=O.[K+].[K+] (potassium carbonate), FC1=CC=C(C=C1)O (4-fluorophenol), C([O-])([O-])=O.[K+].[K+] (potassium carbonate). Reagents/catalysts: [Cu] (copper). Run in O (water), O (water), C(Cl)(Cl)Cl (chloroform). Reaction conditions: temperature 160 celsius, time 40 minute. The product is FC1=CC=C(OC2=C(C(=O)O)C=CC=C2)C=C1 (2-(4-fluorophenoxy)benzoic acid). RXN SMILES: I[C:2]1[CH:10]=[CH:9][CH:8]=[CH:7][C:3]=1[C:4]([OH:6])=[O:5].C(=O)([O-])[O-].[K+].[K+].[N+](C1C=CC=CC=1)([O-])=O.[F:26][C:27]1[CH:32]=[CH:31][C:30]([OH:33])=[CH:29][CH:28]=1.Cl>O.[Cu].C(Cl)(Cl)Cl>[F:26][C:27]1[CH:32]=[CH:31][C:30]([O:33][C:2]2[CH:10]=[CH:9][CH:8]=[CH:7][C:3]=2[C:4]([OH:6])=[O:5])=[CH:29][CH:28]=1 |f:1.2.3|. Reported procedure: To 147 g of iodobenzoic acid and 45.5 g of potassium carbonate are added 57 ml of nitrobenzene. The mixture is heated with stirring at 160° C. for 40 minutes. To the heated mixture is added an additional 46.5 g of potassium carbonate and then successively 73.1 g of 4-fluorophenol, another 46.5 g of potassium carbonate and 0.3 g of copper powder. After these additions, the mixture is stirred at 160° C. for 45 minutes and the resulting solid is cooled to 0° C. The cooled solid is mixed with 100 ml...